This data is from the Open Reaction Database (ORD), a public repository of structured organic reaction records. The task is: describe an organic reaction: reactants, conditions, products, and yield Starting materials: O (water), COC1=CC=C(C=C1)C(C=CC1=CC=C(C=C1)N(C)C)=O (1-(4-methoxyphenyl)-3-(4-dimethylaminophenyl)-1-oxo-prop-2-ene), [BH4-].[Na+] (sodium borohydride), [BH4-].[Na+] (Sodium borohydride). The solvent is CO (methanol). Conditions: time 5 hour. Product: COC1=CC=C(C=C1)C(C=CC1=CC=C(C=C1)N(C)C)O (1-(4-methoxyphenyl)-3-(4-dimethylaminophenyl)prop-2-en-1-ol). RXN SMILES: [CH3:1][O:2][C:3]1[CH:8]=[CH:7][C:6]([C:9](=[O:21])[CH:10]=[CH:11][C:12]2[CH:17]=[CH:16][C:15]([N:18]([CH3:20])[CH3:19])=[CH:14][CH:13]=2)=[CH:5][CH:4]=1.[BH4-].[Na+].O>CO>[CH3:1][O:2][C:3]1[CH:8]=[CH:7][C:6]([CH:9]([OH:21])[CH:10]=[CH:11][C:12]2[CH:13]=[CH:14][C:15]([N:18]([CH3:19])[CH3:20])=[CH:16][CH:17]=2)=[CH:5][CH:4]=1 |f:1.2|. Procedure: 1-(4-methoxyphenyl)-3-(4-dimethylaminophenyl)-1-oxo-prop-2-ene (14.1 g, 0.05 mol) was dispersed in methanol (100 ml). Sodium borohydride (5.6 g, 0.15 mol) was added slowly at ambient temperature under vigorous stirring. After completion of the addition of sodium borohydride the reaction mixture was kept stirred at ambient temperature for 5 hours. When the reaction was complete, the reaction mixture was poured into water (500 ml), and extracted with toluene. The toluene was removed using a rotary... The reactants are C1COCCO1, Nc1nc(Cl)nc(N)c1[N+](=O)[O-], Fc1cnc2c(c1)c(I)nn2Cc1ccccc1F, O, c1ccc(P(c2ccccc2)(c2ccccc2)[Pd](P(c2ccccc2)(c2ccccc2)c2ccccc2)(P(c2ccccc2)(c2ccccc2)c2ccccc2)P(c2ccccc2)(c2ccccc2)c2ccccc2)cc1. The product is Nc1nc(-c2nn(Cc3ccccc3F)c3ncc(F)cc23)nc(N)c1[N+](=O)[O-]. RXN SMILES: [CH2:20]1[O:21][CH2:22][CH2:23][O:24][CH2:25]1.[Cl:26][c:27]1[n:28][c:29]([NH2:37])[c:30]([N+:34](=[O:35])[O-:36])[c:31]([NH2:33])[n:32]1.[F:1][c:2]1[cH:3][c:4]2[c:5]([n:6][cH:7]1)[n:8]([CH2:12][c:13]1[c:14]([F:19])[cH:15][cH:16][cH:17][cH:18]1)[n:9][c:10]2[I:11].[OH2:115].[cH:38]1[cH:39][cH:40][c:41]([P:42]([Pd:43]([P:44]([c:45]2[cH:46][cH:47][cH:48][cH:49][cH:50]2)([c:51]2[cH:52][cH:53][cH:54][cH:55][cH:56]2)[c:57]2[cH:58][cH:59][cH:60][cH:61][cH:62]2)([P:63]([c:64]2[cH:65][cH:66][cH:67][cH:68][cH:69]2)([c:70]2[cH:71][cH:72][cH:73][cH:74][cH:75]2)[c:76]2[cH:77][cH:78][cH:79][cH:80][cH:81]2)[P:82]([c:83]2[cH:84][cH:85][cH:86][cH:87][cH:88]2)([c:89]2[cH:90][cH:91][cH:92][cH:93][cH:94]2)[c:95]2[cH:96][cH:97][cH:98][cH:99][cH:100]2)([c:101]2[cH:102][cH:103][cH:104][cH:105][cH:106]2)[c:107]2[cH:108][cH:109][cH:110][cH:111][cH:112]2)[cH:113][cH:114]1>>[F:1][c:2]1[cH:3][c:4]2[c:5]([n:6][cH:7]1)[n:8]([CH2:12][c:13]1[c:14]([F:19])[cH:15][cH:16][cH:17][cH:18]1)[n:9][c:10]2-[c:27]1[n:28][c:29]([NH2:37])[c:30]([N+:34](=[O:35])[O-:36])[c:31]([NH2:33])[n:32]1. Reactants: [C-]#[O+].[C-]#[O+].[C-]#[O+].[C-]#[O+].[C-]#[O+].[C-]#[O+].[Cr] (chromium hexacarbonyl), CCOCC (ether), C1(=CC=CC=C1)[Li] (phenyllithium). Run at time 1 hour. The product is C(=O)=[Cr](=C(OC)C1=CC=CC=C1)(=C=O)(=C=O)(=C=O)=C=O (pentacarbonyl[phenyl(methoxy)carbene]chromium). Yield: 80.5%. RXN SMILES: [C-:1]#[O+:2].[C-:3]#[O+:4].[C-:5]#[O+:6].[C-:7]#[O+:8].[C-:9]#[O+:10].[C-]#[O+].[Cr:13].[C:14]1([Li])[CH:19]=[CH:18][CH:17]=[CH:16][CH:15]=1.C[CH2:22][O:23][CH2:24]C>>[C:1](=[Cr:13](=[C:9]=[O:10])(=[C:7]=[O:8])(=[C:5]=[O:6])(=[C:3]=[O:4])=[C:22]([C:14]1[CH:19]=[CH:18][CH:17]=[CH:16][CH:15]=1)[O:23][CH3:24])=[O:2] |f:0.1.2.3.4.5.6|. Procedure: To a suspension of 22 g (0.1 mole) of chromium hexacarbonyl in ether is slowly added phenyllithium (51 ml, 0.1 mole, cyclohexane:ether solution) via syringe over a period of 15-20 minutes under argon at room temperature, and the resulting deep red solution is stirred at room temperature for 1 hour. The solvent is removed under reduced pressure (bath temperature should be below 40° C.), and the black residue is dissolved in 200 ml water. (CH3)3O.BF4 (about 15 g) is added portionwise to the soluti... As a reaction SMILES: [CH2:1]([CH3:2])[O:3][CH2:4][c:5]1[n:6]([CH2:18][C:19]2([OH:24])[CH2:20][CH2:21][CH2:22][CH2:23]2)[c:7]2[c:8]([cH:9][n:10][c:11]3[cH:12][cH:13][cH:14][cH:15][c:16]23)[n:17]1.[Cl:39][CH2:40][Cl:41].[NH4+:36].[OH-:37].[OH2:38].[OH:25][O:26][C:27]([c:28]1[cH:29][c:30]([Cl:31])[cH:32][cH:33][cH:34]1)=[O:35]>>[CH2:1]([CH3:2])[O:3][CH2:4][c:5]1[n:6]([CH2:18][C:19]2([OH:24])[CH2:20][CH2:21][CH2:22][CH2:23]2)[c:7]2[c:8]([c:9]([NH2:36])[n:10][c:11]3[cH:12][cH:13][cH:14][cH:15][c:16]23)[n:17]1. The product is CCOCc1nc2c(N)nc3ccccc3c2n1CC1(O)CCCC1. Starting materials: CCOCc1nc2cnc3ccccc3c2n1CC1(O)CCCC1, ClCCl, [NH4+], [OH-], O, O=C(OO)c1cccc(Cl)c1. Reactants: COC(=O)CBr, O=C([O-])O, COC(=O)CCl, Nc1c(F)cccc1F, [Na+]. The product is COC(=O)CNc1c(F)cccc1F. RXN SMILES: [Br:15][CH2:16][C:17](=[O:18])[O:19][CH3:20].[C:10](=[O:11])([OH:12])[O-:13].[Cl:21][CH2:22][C:23]([O:24][CH3:25])=[O:26].[F:1][c:2]1[c:3]([NH2:4])[c:5]([F:9])[cH:6][cH:7][cH:8]1.[Na+:14]>>[F:1][c:2]1[c:3]([NH:4][CH2:16][C:17](=[O:18])[O:19][CH3:20])[c:5]([F:9])[cH:6][cH:7][cH:8]1. The product is N#Cc1c(N)cccc1F. Starting materials: N#Cc1c(F)cccc1F, N, C1CCOC1. RXN SMILES: [F:1][c:2]1[c:3]([C:4]#[N:5])[c:6]([F:10])[cH:7][cH:8][cH:9]1.[NH3:11].[O:12]1[CH2:13][CH2:14][CH2:15][CH2:16]1>>[F:1][c:2]1[c:3]([C:4]#[N:5])[c:6]([NH2:11])[cH:7][cH:8][cH:9]1. Reactants: CCNC1CCC(NS(=O)(=O)c2ccc(-c3ccc(F)cc3F)cc2)CC1, CCNCC. Yields the product CCN(CC)C1CCC(NS(=O)(=O)c2ccc(-c3ccc(F)cc3F)cc2)CC1. As a reaction SMILES: [CH2:1]([CH3:2])[NH:3][CH:4]1[CH2:5][CH2:6][CH:7]([NH:10][S:11](=[O:12])(=[O:13])[c:14]2[cH:15][cH:16][c:17](-[c:20]3[c:21]([F:27])[cH:22][c:23]([F:26])[cH:24][cH:25]3)[cH:18][cH:19]2)[CH2:8][CH2:9]1.[CH2:28]([CH3:29])[NH:30][CH2:31][CH3:32]>>[CH2:1]([CH3:2])[N:3]([CH:4]1[CH2:5][CH2:6][CH:7]([NH:10][S:11](=[O:12])(=[O:13])[c:14]2[cH:15][cH:16][c:17](-[c:20]3[c:21]([F:27])[cH:22][c:23]([F:26])[cH:24][cH:25]3)[cH:18][cH:19]2)[CH2:8][CH2:9]1)[CH2:28][CH3:29]. Reactants: silyl ester, C([O-])([O-])=O.[K+].[K+] (potassium carbonate), C(=O)(OC(C)(C)C)N[C@H]([C@H](C[C@H](C(=O)O)CC1=CC=C(C=C1)S(=O)(=O)CC1=C(C=CC=C1Cl)Cl)O)CC1=CC=CC=C1 (5(S)-(Boc-amino)-4(S)-hydroxy-6-phenyl-2(R)-{[p-(2,6-dichlorobenzylsulfonyl)phenyl]methyl}hexanoic acid), C(C)(C)(C)[Si](Cl)(C)C (tert-butyldimethylchlorosilane), N1C=NC=C1 (imidazole). Run in CO (methanol), C1CCOC1 (THF), O (water), CCCCCC.C(C)(=O)OCC (hexane ethyl acetate), CN(C)C=O (DMF). The product is C(=O)(OC(C)(C)C)N[C@H]([C@H](C[C@H](C(=O)O)CC1=CC=C(C=C1)S(=O)(=O)CC1=C(C=CC=C1Cl)Cl)O[Si](C)(C)C(C)(C)C)CC1=CC=CC=C1 (5(S)-(Boc-Amino)-4(S)-(tert-butyldimethylsilyloxy)-6-phenyl-2(R)-{[p-(2,6-dichlorobenzylsulfonyl)phenyl]methyl}hexanoic acid). Reaction SMILES: [C:1]([NH:8][C@@H:9]([CH2:36][C:37]1[CH:42]=[CH:41][CH:40]=[CH:39][CH:38]=1)[C@@H:10]([OH:35])[CH2:11][C@@H:12]([CH2:16][C:17]1[CH:22]=[CH:21][C:20]([S:23]([CH2:26][C:27]2[C:32]([Cl:33])=[CH:31][CH:30]=[CH:29][C:28]=2[Cl:34])(=[O:25])=[O:24])=[CH:19][CH:18]=1)[C:13]([OH:15])=[O:14])([O:3][C:4]([CH3:7])([CH3:6])[CH3:5])=[O:2].[C:43]([Si:47]([CH3:50])([CH3:49])Cl)([CH3:46])([CH3:45])[CH3:44].N1C=CN=C1.C(=O)([O-])[O-].[K+].[K+]>CN(C=O)C.CO.C1COCC1.O.CCCCCC.C(OCC)(=O)C>[C:1]([NH:8][C@@H:9]([CH2:36][C:37]1[CH:42]=[CH:41][CH:40]=[CH:39][CH:38]=1)[C@@H:10]([O:35][Si:47]([C:43]([CH3:46])([CH3:45])[CH3:44])([CH3:50])[CH3:49])[CH2:11][C@@H:12]([CH2:16][C:17]1[CH:22]=[CH:21][C:20]([S:23]([CH2:26][C:27]2[C:28]([Cl:34])=[CH:29][CH:30]=[CH:31][C:32]=2[Cl:33])(=[O:25])=[O:24])=[CH:19][CH:18]=1)[C:13]([OH:15])=[O:14])([O:3][C:4]([CH3:6])([CH3:7])[CH3:5])=[O:2] |f:3.4.5,10.11|. Procedure details: In analogy with Example 5f), 5.0 g (7.85 mmol) of 5(S)-(Boc-amino)-4(S)-hydroxy-6-phenyl-2(R)-{[p-(2,6-dichlorobenzylsulfonyl)phenyl]methyl}hexanoic acid in 74 ml of DMF are silylated with 5.4 g (36.1 mmol) of tert-butyldimethylchlorosilane and 4.4 g (64.4 mmol) of imidazole. Hydrolysis of the silyl ester function with 6.5 g of potassium carbonate in 85 ml of methanol, 22 ml of THF and 22 ml of water yields the title compound after column chromatography (SiO2, hexane/ethyl acetate, 1:1) and stir...